From a dataset of the Open Reaction Database (ORD), a public repository of structured organic reaction records. describe an organic reaction: reactants, conditions, products, and yield Procedure: Compound 123 (6.5 g) and imidazole (3.4 g, 50 mmol) was dissolved in DCM (100 ml), TBDMSCl (3.9 g, 26 mmol) was added and the reaction mixture was left stirring at room temperature overnight. The reaction mixture was washed with aqueous citric acid and brine, dried over MgSO4 and evaporated. The crude product was purified by column chromatography on silica (EtOAc/n-Heptane 50/50-100/0) to give the title compound (4.26 g, 56%). The yield is 46.0%. Run in C(Cl)Cl (DCM). Run at time 8 hour. Reaction SMILES: [CH2:1]([O:3][C:4]([C:6]1([NH:11][C:12]([CH:14]2[CH2:18][CH:17]([OH:19])[CH2:16][NH:15]2)=[O:13])[CH2:8][CH:7]1[CH:9]=[CH2:10])=[O:5])[CH3:2].N1C=CN=C1.[CH3:25][C:26]([Si:29](Cl)([CH3:31])[CH3:30])([CH3:28])[CH3:27]>C(Cl)Cl>[CH2:1]([O:3][C:4]([C:6]1([NH:11][C:12]([CH:14]2[CH2:18][CH:17]([O:19][Si:29]([C:26]([CH3:28])([CH3:27])[CH3:25])([CH3:31])[CH3:30])[CH2:16][NH:15]2)=[O:13])[CH2:8][CH:7]1[CH:9]=[CH2:10])=[O:5])[CH3:2]. The reactants are C(C)OC(=O)C1(C(C1)C=C)NC(=O)C1NCC(C1)O (1-[(4-Hydroxy-pyrrolidine-2-carbonyl)-amino]-2-vinyl-cyclopropanecarboxylic acid ethyl ester), N1C=NC=C1 (imidazole), CC(C)(C)[Si](C)(C)Cl (TBDMSCl). Yields the product C(C)OC(=O)C1(C(C1)C=C)NC(=O)C1NCC(C1)O[Si](C)(C)C(C)(C)C (1-{[4-(tert-Butyl-dimethyl-silanyloxy)-pyrrolidine-2-carbonyl]-amino}-2-vinyl-cyclopropanecarboxylic acid ethyl ester). Starting materials: C(C=C)C1=CC(=C(OCCOC2=CC=C(CC(CNC(OC(C)(C)C)=O)C(=O)N(C3CC3)CC3=C(C=CC(=C3)CCCOC)Cl)C=C2)C(=C1)Cl)Cl (tert-Butyl {2-{4-[2-(4-allyl-2,6-dichlorophenoxy)ethoxy]benzyl}-3-[[2-chloro-5-(3-methoxypropyl)benzyl](cyclopropyl)amino]-3-oxopropyl)carbamate), C12CCCC(CCC1)B2 (9-borabicyclo[3.3.1]nonane), [OH-].[Na+] (NaOH), OO (H2O2). The solvent is CCOC(=O)C (EtOAc), C1CCOC1 (THF). Conditions: time 4 hour. Product: ClC1=C(CN(C(C(CNC(OC(C)(C)C)=O)CC2=CC=C(C=C2)OCCOC2=C(C=C(C=C2Cl)CCCO)Cl)=O)C2CC2)C=C(C=C1)CCCOC (tert-Butyl [3-[[2-chloro-5-(3-methoxypropyl)benzyl](cyclopropyl)amino]-2-(4-{2-[2,6-dichloro-4-(3-hydroxypropyl)phenoxy]ethoxy}benzyl}-3-oxopropyl]carbamate). RXN SMILES: [CH2:1]([C:4]1[CH:49]=[C:48]([Cl:50])[C:7]([O:8][CH2:9][CH2:10][O:11][C:12]2[CH:47]=[CH:46][C:15]([CH2:16][CH:17]([C:27]([N:29]([CH2:33][C:34]3[CH:39]=[C:38]([CH2:40][CH2:41][CH2:42][O:43][CH3:44])[CH:37]=[CH:36][C:35]=3[Cl:45])[CH:30]3[CH2:32][CH2:31]3)=[O:28])[CH2:18][NH:19][C:20](=[O:26])[O:21][C:22]([CH3:25])([CH3:24])[CH3:23])=[CH:14][CH:13]=2)=[C:6]([Cl:51])[CH:5]=1)[CH:2]=[CH2:3].C12BC(CCC1)CCC2.[OH-:61].[Na+].OO>CCOC(C)=O.C1COCC1>[Cl:45][C:35]1[CH:36]=[CH:37][C:38]([CH2:40][CH2:41][CH2:42][O:43][CH3:44])=[CH:39][C:34]=1[CH2:33][N:29]([CH:30]1[CH2:32][CH2:31]1)[C:27](=[O:28])[CH:17]([CH2:16][C:15]1[CH:14]=[CH:13][C:12]([O:11][CH2:10][CH2:9][O:8][C:7]2[C:6]([Cl:51])=[CH:5][C:4]([CH2:1][CH2:2][CH2:3][OH:61])=[CH:49][C:48]=2[Cl:50])=[CH:47][CH:46]=1)[CH2:18][NH:19][C:20](=[O:26])[O:21][C:22]([CH3:23])([CH3:25])[CH3:24] |f:2.3|. Reported procedure: To a THF solution (0.04 M) of tert-butyl {2-{4-[2-(4-allyl-2,6-dichlorophenoxy)ethoxy]benzyl}-3-[[2-chloro-5-(3-methoxypropyl)benzyl](cyclopropyl)amino]-3-oxopropyl)carbamate from Example 122, Step 5 (1 eq.) was added 9-borabicyclo[3.3.1]nonane (0.5 M THF solution, 2.6 eq.) dropwise at 0° C. The resulting solution was warmed slowly to RT over 16 h. The reaction was quenched at 0° C. with the dropwise addition of ethanol. Then, NaOH (1 N aqueous solution, 4 eq.) and H2O2 (30% w/w aqueous solution... The reactants are BrC1=C(C=CC=C1)SC1=C(C(=O)O)C=C(C=C1)[N+](=O)[O-] (2-(2-Bromo-phenylsulfanyl)-5-nitro-benzoic acid), crude mixture. Solvent: CS(=O)(=O)O (methanesulphonic acid). Run at temperature 150 celsius. Product: BrC1=C2SC=3C=CC(=CC3C(C2=CC=C1)=O)[N+](=O)[O-] (5-Bromo-2-nitro-thioxanthen-9-one). RXN SMILES: [Br:1][C:2]1[CH:7]=[CH:6][CH:5]=[CH:4][C:3]=1[S:8][C:9]1[CH:17]=[CH:16][C:15]([N+:18]([O-:20])=[O:19])=[CH:14][C:10]=1[C:11]([OH:13])=O>CS(O)(=O)=O>[Br:1][C:2]1[CH:7]=[CH:6][CH:5]=[C:4]2[C:3]=1[S:8][C:9]1[CH:17]=[CH:16][C:15]([N+:18]([O-:20])=[O:19])=[CH:14][C:10]=1[C:11]2=[O:13]. Reported procedure: 2-(2-Bromo-phenylsulfanyl)-5-nitro-benzoic acid (34 g, 96 mmol) was suspended in methanesulphonic acid (400 ml) and heated at 150° C. The crude mixture was slowly poured onto ice with vigorous stirring and the precipitate formed was filtered. The solid was suspended into water (50 ml) quenched to pH 7-8 with conc. ammonia solution and filtered. The yellow/lime colored solid was dried under vacuum at 50° C. to give the crude title compound, which was used without any further purification (23.09 g... Starting materials: O1C(=NC2=C1C=CC=C2)/C=C/C[C@@H]([C@@H](C)N(C(=O)[C@H]2OC(C[C@@H]2C(=O)O)=O)CC2=CC1=CC=CC=C1C=C2)C2=CC1=C(C=C2)OCO1 ((2S,3S)-2-[N-{(1R,2R,4E)-5-(2-benzoxazolyl)-1-methyl-2-(3,4-methylenedioxyphenyl)-4-pentenyl}-N-(2-naphthylmethyl)carbamoyl]-5-oxotetrahydrofuran-3-carboxylic acid), C(C)O (ethanol), C(=O)O (formic acid), ester, compound, Cl.C(C)N=C=NCCCN(C)C (1-ethyl-3-(3-dimethylaminopropyl)carbodiimide hydrochloride). Reagents/catalysts: CN(C1=CC=NC=C1)C (4-dimethylaminopyridine). Run in C(Cl)(Cl)Cl (chloroform), O (water). Reaction conditions: time 8 hour. Product: O1C(=NC2=C1C=CC=C2)/C=C/C[C@@H]([C@@H](C)N(C(=O)[C@H]2OC(C[C@@H]2C(=O)OCC)=O)CC2=CC1=CC=CC=C1C=C2)C2=CC1=C(C=C2)OCO1 (Ethyl (2S,3S)-2-[N-{(1R,2R,4E)-5-(2-benzoxazolyl)-1-methyl-2-(3,4-methylenedioxyphenyl)-4-pentenyl}-N-(2-naphthylmethyl)carbamoyl]-5-oxotetrahydrofuran-3-carboxylate). Yield: 76.0%. RXN SMILES: [O:1]1[C:5]2[CH:6]=[CH:7][CH:8]=[CH:9][C:4]=2[N:3]=[C:2]1/[CH:10]=[CH:11]/[CH2:12][C@H:13]([C:39]1[CH:44]=[CH:43][C:42]2[O:45][CH2:46][O:47][C:41]=2[CH:40]=1)[C@H:14]([N:16]([CH2:28][C:29]1[CH:38]=[CH:37][C:36]2[C:31](=[CH:32][CH:33]=[CH:34][CH:35]=2)[CH:30]=1)[C:17]([C@@H:19]1[C@@H:23]([C:24]([OH:26])=[O:25])[CH2:22][C:21](=[O:27])[O:20]1)=[O:18])[CH3:15].C(O)=O.[CH2:51](O)[CH3:52].Cl.C(N=C=NCCCN(C)C)C>CN(C)C1C=CN=CC=1.C(Cl)(Cl)Cl.O>[O:1]1[C:5]2[CH:6]=[CH:7][CH:8]=[CH:9][C:4]=2[N:3]=[C:2]1/[CH:10]=[CH:11]/[CH2:12][C@H:13]([C:39]1[CH:44]=[CH:43][C:42]2[O:45][CH2:46][O:47][C:41]=2[CH:40]=1)[C@H:14]([N:16]([CH2:28][C:29]1[CH:38]=[CH:37][C:36]2[C:31](=[CH:32][CH:33]=[CH:34][CH:35]=2)[CH:30]=1)[C:17]([C@@H:19]1[C@@H:23]([C:24]([O:26][CH2:51][CH3:52])=[O:25])[CH2:22][C:21](=[O:27])[O:20]1)=[O:18])[CH3:15] |f:3.4|. Reported procedure: 155 mg of (2S,3S)-2-[N-{(1R,2R,4E)-5-(2-benzoxazolyl)-1-methyl-2-(3,4-methylenedioxyphenyl)-4-pentenyl}-N-(2-naphthylmethyl)carbamoyl]-5-oxotetrahydrofuran-3-carboxylic acid prepared by deprotecting the ester of the compound of Example 67(1) with formic acid, 13.5 mg of ethanol and 36.0 mg of 4-dimethylaminopyridine, were dissolved in 2 ml of chloroform, and 57.0 mg of 1-ethyl-3-(3-dimethylaminopropyl)carbodiimide hydrochloride was added thereto, followed by stirring at room temperature overnigh... Starting materials: CC(C)(C)c1c(F)cc(OC(C(=O)[O-])C(C)(C)C)cc1F, CCCCCC, ClCCl, O=C(O)C(F)(F)F. Reaction SMILES: [C:4]([CH3:5])([CH3:6])([CH3:7])[CH:8]([C:9](=[O:10])[O-:11])[O:12][c:13]1[cH:14][c:15]([F:24])[c:16]([C:20]([CH3:21])([CH3:22])[CH3:23])[c:17]([F:19])[cH:18]1.[CH3:32][CH2:33][CH2:34][CH2:35][CH2:36][CH3:37].[Cl:1][CH2:2][Cl:3].[F:25][C:26]([F:27])([F:28])[C:29]([OH:30])=[O:31]>>[CH2:8]([C:9](=[O:10])[OH:11])[O:12][c:13]1[cH:14][c:15]([F:24])[c:16]([C:20]([CH3:21])([CH3:22])[CH3:23])[c:17]([F:19])[cH:18]1. The product is CC(C)(C)c1c(F)cc(OCC(=O)O)cc1F.